This data is from the Open Reaction Database (ORD), a public repository of structured organic reaction records. The task is: describe an organic reaction: reactants, conditions, products, and yield The reactants are CSCC=1C=CC2=C(C(=C(O2)[N+](=O)[O-])C2=CC=CC=C2)C1 (5-methylthiomethyl-2-nitro-3-phenylbenzofuran), C(C)(=O)O (acetic acid), O (water), C(C)(=O)O (acetic acid), OO (hydrogen peroxide). Reaction conditions: temperature 20 celsius, time 16 hour. Product: CS(=O)(=O)CC=1C=CC2=C(C(=C(O2)[N+](=O)[O-])C2=CC=CC=C2)C1 (5-methylsulfonylmethyl-2-nitro-3-phenylbenzofuran). Reaction SMILES: [CH3:1][S:2][CH2:3][C:4]1[CH:5]=[CH:6][C:7]2[O:11][C:10]([N+:12]([O-:14])=[O:13])=[C:9]([C:15]3[CH:20]=[CH:19][CH:18]=[CH:17][CH:16]=3)[C:8]=2[CH:21]=1.C(O)(=[O:24])C.OO.[OH2:28]>>[CH3:1][S:2]([CH2:3][C:4]1[CH:5]=[CH:6][C:7]2[O:11][C:10]([N+:12]([O-:14])=[O:13])=[C:9]([C:15]3[CH:16]=[CH:17][CH:18]=[CH:19][CH:20]=3)[C:8]=2[CH:21]=1)(=[O:24])=[O:28]. Reported procedure: A mixture of 2.8 g. (0.009 mole) of 5-methylthiomethyl-2-nitro-3-phenylbenzofuran and 160 ml. of acetic acid is heated to 40° C., and 2.0 g. (0.018 mole) of hydrogen peroxide in 30 ml. of acetic acid is added dropwise as the temperature rises to 50° C. The solution is stirred for about six hours at 50° C. and for about 16 hours at 20° C., then poured into cold water. The precipitate is collected by filtration, rinsed with water and dissolved in dichloromethane. The solution is washed with water ... The reactants are C1(=CC=CC=C1)P(C1=CC=CC=C1)C1=CC=CC=C1 (triphenylphosphine), O=C1CCCC2=CC(=CC=C12)NC(=O)N(C1=CC=C(C=C1)CCC(=O)OC)CCO (N-(1-oxo-1,2,3,4-tetrahydronaphthalin-6-yl)-N'-(2-hydroxyethyl)-N'-[4-[2-(methoxycarbonyl)ethyl]phenyl]-urea), N(=NC(=O)OCC)C(=O)OCC (diethyl azodicarboxylate). Run in C(C)#N (acetonitrile), C(C)#N (acetonitrile). The product is O=C1CCCC2=CC(=CC=C12)N1C(N(CC1)C1=CC=C(C=C1)CCC(=O)OC)=O (1-(1-Oxo-1,2,3,4-tetrahydronaphthalin-6-yl)-3-[4-[2-(methoxycarbonyl)ethyl]phenyl]-imidazolidin-2-one). As a reaction SMILES: C1(P(C2C=CC=CC=2)C2C=CC=CC=2)C=CC=CC=1.[O:20]=[C:21]1[C:30]2[C:25](=[CH:26][C:27]([NH:31][C:32]([N:34]([CH2:47][CH2:48]O)[C:35]3[CH:40]=[CH:39][C:38]([CH2:41][CH2:42][C:43]([O:45][CH3:46])=[O:44])=[CH:37][CH:36]=3)=[O:33])=[CH:28][CH:29]=2)[CH2:24][CH2:23][CH2:22]1.N(C(OCC)=O)=NC(OCC)=O>C(#N)C>[O:20]=[C:21]1[C:30]2[C:25](=[CH:26][C:27]([N:31]3[CH2:48][CH2:47][N:34]([C:35]4[CH:40]=[CH:39][C:38]([CH2:41][CH2:42][C:43]([O:45][CH3:46])=[O:44])=[CH:37][CH:36]=4)[C:32]3=[O:33])=[CH:28][CH:29]=2)[CH2:24][CH2:23][CH2:22]1. Procedure: To a solution of 3.7 g of triphenylphosphine and 5.5 g of N-(1-oxo-1,2,3,4-tetrahydronaphthalin-6-yl)-N'-(2-hydroxyethyl)-N'-[4-[2-(methoxycarbonyl)ethyl]phenyl]-urea in 40 ml acetonitrile, are added, dropwise at 40°-45° C., 2.84 g of diethyl azodicarboxylate in 10 ml of acetonitrile. After 1.5 hours the mixture is cooled, the product is suction filtered and washed with a little acetone and diethylether. Starting materials: BrCC(=O)OCC (Ethyl bromoacetate), N1(C=NC=C1)C1=CC=C(C=C1)C(CC(=O)OC)=O (methyl 4-(1H-imidazol-1-yl)-β-oxo-benzenepropanoate), [H-].[Na+] (NaH), O1CCCC1 (tetrahydrofuran), O1CCCC1 (tetrahydrofuran). The product is N1(C=NC=C1)C1=C(C=CC=C1)C(CCC(=O)O)=O (1H-Imidazol-1-yl-γ-oxobenzenebutanoic acid). Reaction SMILES: [N:1]1([C:6]2[CH:11]=[CH:10][C:9](C(=O)CC(OC)=O)=[CH:8][CH:7]=2)[CH:5]=[CH:4][N:3]=[CH:2]1.[H-].[Na+].Br[CH2:22][C:23]([O:25]CC)=[O:24].[O:28]1CC[CH2:30][CH2:29]1>>[N:1]1([C:6]2[CH:7]=[CH:8][CH:9]=[CH:10][C:11]=2[C:29](=[O:28])[CH2:30][CH2:22][C:23]([OH:25])=[O:24])[CH:5]=[CH:4][N:3]=[CH:2]1 |f:1.2|. Procedure: A solution of methyl 4-(1H-imidazol-1-yl)-β-oxo-benzenepropanoate (6.1 g, 0.025 mol) in tetrahydrofuran (65 ml) is added slowly to a stirred suspension of 50% NaH (1.2 g, 0.025 mol) in tetrahydrofuran (20 ml) and the solution is stirred for one additional hour. Ethyl bromoacetate (4.5 g) is added followed by refluxing the mixture for seven to eight hours. The tetrahydrofuran is removed, the residue is treated with water, and the organic material is extracted with ether. The residue obtained afte... Reactants: C(=O)([O-])[O-].[Na+].[Na+] (Na2CO3), COC(=O)C=1C=2C=CNC2C=C(C1)Br (6-bromo-1H-indole-4-carboxylic acid methyl ester), CB1OB(OB(O1)C)C (trimethylboroxine), CN(C)C=O (DMF). Reagents/catalysts: C=1C=CC(=CC1)[P](C=2C=CC=CC2)(C=3C=CC=CC3)[Pd]([P](C=4C=CC=CC4)(C=5C=CC=CC5)C=6C=CC=CC6)([P](C=7C=CC=CC7)(C=8C=CC=CC8)C=9C=CC=CC9)[P](C=1C=CC=CC1)(C=1C=CC=CC1)C=1C=CC=CC1 (Pd(PPh3)4). Run in O (water), C(C)(=O)OCC (ethyl acetate). Conditions: temperature 120 celsius. Product: COC(=O)C=1C=2C=CNC2C=C(C1)C (6-methyl-1H-indole-4-carboxylic acid methyl ester). The yield is 50.0%. Reaction SMILES: [CH3:1][O:2][C:3]([C:5]1[C:6]2[CH:7]=[CH:8][NH:9][C:10]=2[CH:11]=[C:12](Br)[CH:13]=1)=[O:4].[CH3:15]N(C=O)C.CB1OB(C)OB(C)O1.C([O-])([O-])=O.[Na+].[Na+]>O.C(OCC)(=O)C.C1C=CC([P]([Pd]([P](C2C=CC=CC=2)(C2C=CC=CC=2)C2C=CC=CC=2)([P](C2C=CC=CC=2)(C2C=CC=CC=2)C2C=CC=CC=2)[P](C2C=CC=CC=2)(C2C=CC=CC=2)C2C=CC=CC=2)(C2C=CC=CC=2)C2C=CC=CC=2)=CC=1>[CH3:1][O:2][C:3]([C:5]1[C:6]2[CH:7]=[CH:8][NH:9][C:10]=2[CH:11]=[C:12]([CH3:15])[CH:13]=1)=[O:4] |f:3.4.5,^1:45,47,66,85|. Procedure details: A reaction tube was charged with 6-bromo-1H-indole-4-carboxylic acid methyl ester (635 mg, 2.5 mmol) and Pd(PPh3)4 (15.7 mg, 0.06 mmol) followed by DMF (8 mL), trimethylboroxine (1.3 mL, 9.5 mmol), and an aqueous solution of Na2CO3 (2.75 mL, 4M, 11 mmol). The tube was sealed and the reaction mixture was heated in the microwave at 120° C. for 80 m. The reaction mixture was diluted with water (25 mL) and ethyl acetate (25 mL), filtered, and the mother liquors were isolated and washed with water (2...